Dataset: the Open Reaction Database (ORD), a public repository of structured organic reaction records. Task: describe an organic reaction: reactants, conditions, products, and yield As a reaction SMILES: [BH:32]([OH:33])[OH:34].[CH3:1][O:2][C:3]([c:4]1[c:5]([N:12]([CH2:13][c:14]2[cH:15][n:16][cH:17][cH:18][cH:19]2)[S:20](=[O:21])(=[O:22])[c:23]2[cH:24][cH:25][c:26]([O:29][CH3:30])[cH:27][cH:28]2)[c:6]([CH3:11])[cH:7][c:8]([Br:10])[cH:9]1)=[O:31].[CH:35](=[O:36])[c:37]1[cH:38][cH:39][cH:40][cH:41][cH:42]1>>[CH3:1][O:2][C:3]([c:4]1[c:5]([N:12]([CH2:13][c:14]2[cH:15][n:16][cH:17][cH:18][cH:19]2)[S:20](=[O:21])(=[O:22])[c:23]2[cH:24][cH:25][c:26]([O:29][CH3:30])[cH:27][cH:28]2)[c:6]([CH3:11])[cH:7][c:8](-[c:40]2[cH:39][cH:38][c:37]([CH:35]=[O:36])[cH:42][cH:41]2)[cH:9]1)=[O:31]. The product is COC(=O)c1cc(-c2ccc(C=O)cc2)cc(C)c1N(Cc1cccnc1)S(=O)(=O)c1ccc(OC)cc1. Reactants: OBO, COC(=O)c1cc(Br)cc(C)c1N(Cc1cccnc1)S(=O)(=O)c1ccc(OC)cc1, O=Cc1ccccc1. RXN SMILES: [CH3:42][N:43]([CH3:44])[CH:45]=[O:46].[Cl:3][c:4]1[cH:5][cH:6][c:7]([CH:10]([C:11](=[O:12])[N:13]2[CH:14]([CH:15]([CH3:16])[CH3:17])[CH2:18][O:19][C:20]2=[O:21])[CH:22]2[CH2:23][CH2:24]2)[cH:8][cH:9]1.[ClH:41].[F:25][c:26]1[c:27]([O:34][c:35]2[cH:36][cH:37][cH:38][cH:39][cH:40]2)[cH:28][c:29]([CH2:32][Cl:33])[cH:30][cH:31]1.[H-:1].[Na+:2].[OH2:47]>>[Cl:3][c:4]1[cH:5][cH:6][c:7]([CH:10]([CH2:11][O:12][CH2:32][c:29]2[cH:28][c:27]([O:34][c:35]3[cH:36][cH:37][cH:38][cH:39][cH:40]3)[c:26]([F:25])[cH:31][cH:30]2)[CH:22]2[CH2:23][CH2:24]2)[cH:8][cH:9]1. Starting materials: CN(C)C=O, CC(C)C1COC(=O)N1C(=O)C(c1ccc(Cl)cc1)C1CC1, Cl, Fc1ccc(CCl)cc1Oc1ccccc1, [H-], [Na+], O. Product: Fc1ccc(COCC(c2ccc(Cl)cc2)C2CC2)cc1Oc1ccccc1. Reactants: Cc1ccccc1, OC(CCl)C1CCc2cc(F)ccc2O1, [Na+], [OH-], O. Product: Fc1ccc2c(c1)CCC(C1CO1)O2. Reaction SMILES: [CH3:18][c:19]1[cH:20][cH:21][cH:22][cH:23][cH:24]1.[Cl:1][CH2:2][CH:3]([OH:4])[CH:5]1[O:6][c:7]2[cH:8][cH:9][c:10]([F:15])[cH:11][c:12]2[CH2:13][CH2:14]1.[Na+:17].[OH-:16].[OH2:25]>>[CH2:2]1[CH:3]([CH:5]2[O:6][c:7]3[cH:8][cH:9][c:10]([F:15])[cH:11][c:12]3[CH2:13][CH2:14]2)[O:4]1. The reactants are CC(C)(C)c1cc(O)cc(C(C)(C)C)c1, CC(=O)O, [Na+], O=C([O-])O, O=C(CCl)NCO, O=S(=O)(O)O. RXN SMILES: [C:1]([CH3:2])([CH3:3])([CH3:4])[c:5]1[cH:6][c:7]([OH:15])[cH:8][c:9]([C:11]([CH3:12])([CH3:13])[CH3:14])[cH:10]1.[CH3:33][C:34](=[O:35])[OH:36].[Na+:32].[O-:28][C:29]([OH:30])=[O:31].[OH:16][CH2:17][NH:18][C:19]([CH2:20][Cl:21])=[O:22].[S:23](=[O:24])(=[O:25])([OH:26])[OH:27]>>[C:1]([CH3:2])([CH3:3])([CH3:4])[c:5]1[c:6]([CH2:17][NH:18][C:19]([CH2:20][Cl:21])=[O:22])[c:7]([OH:15])[cH:8][c:9]([C:11]([CH3:12])([CH3:13])[CH3:14])[cH:10]1. Product: CC(C)(C)c1cc(O)c(CNC(=O)CCl)c(C(C)(C)C)c1. Starting materials: CCN=C=NCCCN(C)C, CCN(C(C)C)C(C)C, Cl, Cl, Cl, Fc1ccc(C(F)(F)F)c(NC2CCNCC2)c1, CN(C)C=O, O, On1nnc2ccccc21, O=C(O)CNC(=O)c1cc(-c2ccccc2)[nH]n1. The product is O=C(NCC(=O)N1CCC(Nc2cc(F)ccc2C(F)(F)F)CC1)c1cc(-c2ccccc2)[nH]n1. RXN SMILES: [CH3:38][CH2:39][N:40]=[C:41]=[N:42][CH2:43][CH2:44][CH2:45][N:46]([CH3:47])[CH3:48].[CH:1]([N:2]([CH2:3][CH3:4])[CH:5]([CH3:6])[CH3:7])([CH3:8])[CH3:9].[ClH:49].[ClH:50].[ClH:51].[F:52][c:53]1[cH:54][cH:55][c:56]([C:66]([F:67])([F:68])[F:69])[c:57]([NH:59][CH:60]2[CH2:61][CH2:62][NH:63][CH2:64][CH2:65]2)[cH:58]1.[O:70]=[CH:71][N:72]([CH3:73])[CH3:74].[OH2:75].[OH:28][n:29]1[c:30]2[c:31]([cH:32][cH:33][cH:34][cH:35]2)[n:36][n:37]1.[c:10]1(-[c:16]2[cH:17][c:18]([C:21](=[O:22])[NH:23][CH2:24][C:25](=[O:26])[OH:27])[n:19][nH:20]2)[cH:11][cH:12][cH:13][cH:14][cH:15]1>>[c:10]1(-[c:16]2[cH:17][c:18]([C:21](=[O:22])[NH:23][CH2:24][C:25](=[O:27])[N:63]3[CH2:62][CH2:61][CH:60]([NH:59][c:57]4[c:56]([C:66]([F:67])([F:68])[F:69])[cH:55][cH:54][c:53]([F:52])[cH:58]4)[CH2:65][CH2:64]3)[n:19][nH:20]2)[cH:11][cH:12][cH:13][cH:14][cH:15]1. Reactants: C1=CC=C2C(=C1)C(=O)C(C2=O)(O)O (ninhydrin), Cl.FC1=CC=C(C=C1)NC(NN)=O (4-(4-fluorophenyl)-semicarbazide hydrochloride). Product: FC1=CC=C(C=C1)NC(NN=C1C(C2=CC=CC=C2C1=O)=O)=O (2-[4-(4-fluorophenyl)-semicarbazono]indan-1,3-dione). RXN SMILES: [CH:1]1[CH:6]=[C:5]2[C:7]([C:9](O)(O)[C:10](=[O:11])[C:4]2=[CH:3][CH:2]=1)=[O:8].Cl.[F:15][C:16]1[CH:21]=[CH:20][C:19]([NH:22][C:23](=[O:26])[NH:24][NH2:25])=[CH:18][CH:17]=1>>[F:15][C:16]1[CH:17]=[CH:18][C:19]([NH:22][C:23](=[O:26])[NH:24][N:25]=[C:9]2[C:10](=[O:11])[C:4]3[C:5](=[CH:6][CH:1]=[CH:2][CH:3]=3)[C:7]2=[O:8])=[CH:20][CH:21]=1 |f:1.2|. Reported procedure: ninhydrin, 4-(4-fluorophenyl)-semicarbazide hydrochloride Starting materials: CN(C)C=O, ON=C(Cc1cccnc1)c1ccc(Cl)cc1Cl, Fc1ccc(OCCBr)cc1, [H-], [Na+]. Yields the product Fc1ccc(OCCON=C(Cc2cccnc2)c2ccc(Cl)cc2Cl)cc1. Reaction SMILES: [CH3:32][N:33]([CH3:34])[CH:35]=[O:36].[Cl:14][c:15]1[c:16]([C:22]([CH2:23][c:24]2[cH:25][n:26][cH:27][cH:28][cH:29]2)=[N:30][OH:31])[cH:17][cH:18][c:19]([Cl:21])[cH:20]1.[F:3][c:4]1[cH:5][cH:6][c:7]([O:8][CH2:9][CH2:10][Br:11])[cH:12][cH:13]1.[H-:1].[Na+:2]>>[F:3][c:4]1[cH:5][cH:6][c:7]([O:8][CH2:9][CH2:10][O:31][N:30]=[C:22]([c:16]2[c:15]([Cl:14])[cH:20][c:19]([Cl:21])[cH:18][cH:17]2)[CH2:23][c:24]2[cH:25][n:26][cH:27][cH:28][cH:29]2)[cH:12][cH:13]1. Reactants: COc1ccccc1-c1ccc2cnc(S(C)=O)nn12, COCC(C)O, CCN(C(C)C)C(C)C, Nc1ccn(CCN2CCOCC2)n1. Product: COc1ccccc1-c1ccc2cnc(Nc3ccn(CCN4CCOCC4)n3)nn12. Reaction SMILES: [CH3:15][S:16](=[O:17])[c:18]1[n:19][n:20]2[c:21]([cH:22][n:23]1)[cH:24][cH:25][c:26]2-[c:27]1[c:28]([O:33][CH3:34])[cH:29][cH:30][cH:31][cH:32]1.[CH3:44][O:45][CH2:46][CH:47]([OH:48])[CH3:49].[CH:35]([N:36]([CH2:37][CH3:38])[CH:39]([CH3:40])[CH3:41])([CH3:42])[CH3:43].[O:1]1[CH2:2][CH2:3][N:4]([CH2:7][CH2:8][n:9]2[n:10][c:11]([NH2:14])[cH:12][cH:13]2)[CH2:5][CH2:6]1>>[O:1]1[CH2:2][CH2:3][N:4]([CH2:7][CH2:8][n:9]2[n:10][c:11]([NH:14][c:18]3[n:19][n:20]4[c:21]([cH:22][n:23]3)[cH:24][cH:25][c:26]4-[c:27]3[c:28]([O:33][CH3:34])[cH:29][cH:30][cH:31][cH:32]3)[cH:12][cH:13]2)[CH2:5][CH2:6]1.